The task is: describe an organic reaction: reactants, conditions, products, and yield. This data is from the Open Reaction Database (ORD), a public repository of structured organic reaction records. Reactants: O (water), CC1=C(C=C2CCC(NC2=C1)=O)[N+](=O)[O-] (7-methyl-6-nitro-3,4-dihydroquinolin-2 (1H)-one), CI (methyl iodide), [H-].[Na+] (sodium hydride). The solvent is CN(C=O)C (N,N-dimethylformamide). The product is NC=1C=C2CCC(N(C2=CC1C)C)=O (6-amino-1,7-dimethyl-3,4-dihydroquinolin-2 (1H)-one). Yield: 60.9%. As a reaction SMILES: [CH3:1][C:2]1[CH:11]=[C:10]2[C:5]([CH2:6][CH2:7][C:8](=[O:12])[NH:9]2)=[CH:4][C:3]=1[N+:13]([O-])=O.[H-].[Na+].[CH3:18]I.O>CN(C)C=O>[NH2:13][C:3]1[CH:4]=[C:5]2[C:10](=[CH:11][C:2]=1[CH3:1])[N:9]([CH3:18])[C:8](=[O:12])[CH2:7][CH2:6]2 |f:1.2|. Procedure details: The compound (3.14 g, 15.2 mmol) obtained in step A was dissolved in N,N-dimethylformamide (30 ml), 60% sodium hydride (730 mg, 18.2 mmol) was added under ice-cooling with stirring, and thereafter the mixture was stirred at room temperature for 30 min. The reaction mixture was ice-cooled again, methyl iodide (1.9 ml, 30.4 mmol) was added with stirring, and the mixture was stirred at room temperature for 1 hr. To the reaction mixture was added water, and the precipitated solid was collected by fi...